From a dataset of the Open Reaction Database (ORD), a public repository of structured organic reaction records. describe an organic reaction: reactants, conditions, products, and yield The reactants are CCOC(OCC)C(C)N(Cc1csc2ccccc12)C(=O)C(N)Cc1ccc(OC(C)(C)C)cc1, O=C(O)CONC(=O)NCc1ccncc1. Yields the product CCOC(OCC)C(C)N(Cc1csc2ccccc12)C(=O)C(Cc1ccc(OC(C)(C)C)cc1)NC(=O)CONC(=O)NCc1ccncc1. Reaction SMILES: [NH2:17][CH:18]([C:19](=[O:20])[N:21]([CH:22]([CH:23]([O:24][CH2:25][CH3:26])[O:27][CH2:28][CH3:29])[CH3:30])[CH2:31][c:32]1[c:33]2[c:34]([s:35][cH:36]1)[cH:37][cH:38][cH:39][cH:40]2)[CH2:41][c:42]1[cH:43][cH:44][c:45]([O:48][C:49]([CH3:50])([CH3:51])[CH3:52])[cH:46][cH:47]1.[n:1]1[cH:2][cH:3][c:4]([CH2:7][NH:8][C:9]([NH:10][O:11][CH2:12][C:13](=[O:14])[OH:15])=[O:16])[cH:5][cH:6]1>>[n:1]1[cH:2][cH:3][c:4]([CH2:7][NH:8][C:9]([NH:10][O:11][CH2:12][C:13](=[O:15])[NH:17][CH:18]([C:19](=[O:20])[N:21]([CH:22]([CH:23]([O:24][CH2:25][CH3:26])[O:27][CH2:28][CH3:29])[CH3:30])[CH2:31][c:32]2[c:33]3[c:34]([s:35][cH:36]2)[cH:37][cH:38][cH:39][cH:40]3)[CH2:41][c:42]2[cH:43][cH:44][c:45]([O:48][C:49]([CH3:50])([CH3:51])[CH3:52])[cH:46][cH:47]2)=[O:16])[cH:5][cH:6]1. The reactants are BrCC=1C=C(C#N)C=CC1 (3-(bromomethyl)benzonitrile), C(C)(C)N (isopropyl amine). Product: C(C)(C)NCC=1C=C(C#N)C=CC1 (3-[(isopropylamino)methyl]benzonitrile), liquid. Yield: 92.0%. As a reaction SMILES: Br[CH2:2][C:3]1[CH:4]=[C:5]([CH:8]=[CH:9][CH:10]=1)[C:6]#[N:7].[CH:11]([NH2:14])([CH3:13])[CH3:12]>>[CH:11]([NH:14][CH2:2][C:3]1[CH:4]=[C:5]([CH:8]=[CH:9][CH:10]=1)[C:6]#[N:7])([CH3:13])[CH3:12]. Procedure: The title compound was prepared following general procedure 10, starting from 3-(bromomethyl)benzonitrile and isopropyl amine. It was isolated as a yellow liquid (5.7 g, 92%). 1H NMR (DMSO-d6, 400 MHz) δ 7.73 (s, 1H), 7.67 (d, J=7.7 Hz, 1H), 7.63 (d, J=7.8 Hz, 1H), 7.49 (m, 1H), 3.56 (s, 2H), 2.75 (m, 1H), 0.83 (d, J=8.8 Hz, 6H). The reactants are CC1(OCCO1)C1=CC=C(S1)CN1N=CC(=C1)N (1-[5-(2-methyl-[1,3]dioxolan-2-yl)-thiophen-2-ylmethyl]-1H-pyrazol-4-ylamine), C1(=CC(=CC=C1)C1=C(N=CO1)C(=O)O)C (5-m-tolyl-oxazole-4-carboxylic acid), 05c. The product is C(C)(=O)C1=CC=C(S1)CN1N=CC(=C1)NC(=O)C=1N=COC1C=1C=C(C=CC1)C (5-m-Tolyl-oxazole-4-carboxylic acid [1-(5-acetyl-thiophen-2-ylmethyl)-1H-pyrazol-4-yl]-amide). As a reaction SMILES: [CH3:1][C:2]1([C:7]2[S:11][C:10]([CH2:12][N:13]3[CH:17]=[C:16]([NH2:18])[CH:15]=[N:14]3)=[CH:9][CH:8]=2)[O:6]CCO1.[C:19]1([CH3:33])[CH:24]=[CH:23][CH:22]=[C:21]([C:25]2[O:29][CH:28]=[N:27][C:26]=2[C:30](O)=[O:31])[CH:20]=1>>[C:2]([C:7]1[S:11][C:10]([CH2:12][N:13]2[CH:17]=[C:16]([NH:18][C:30]([C:26]3[N:27]=[CH:28][O:29][C:25]=3[C:21]3[CH:20]=[C:19]([CH3:33])[CH:24]=[CH:23][CH:22]=3)=[O:31])[CH:15]=[N:14]2)=[CH:9][CH:8]=1)(=[O:6])[CH3:1]. Procedure: Following general procedure X followed by C, starting from 1-[5-(2-methyl-[1,3]dioxolan-2-yl)-thiophen-2-ylmethyl]-1H-pyrazol-4-ylamine and 5-m-tolyl-oxazole-4-carboxylic acid. LC-MS-conditions 05c: tR=0.72 min; [M+H]+=407.20.